Dataset: the Open Reaction Database (ORD), a public repository of structured organic reaction records. Task: describe an organic reaction: reactants, conditions, products, and yield Starting materials: C1(CC1)N1C=C(C(C2=CC(=C(C(=C12)OC)F)F)=O)C(=O)O (1-cyclopropyl-6,7-difluoro-1,4-dihydro-8-methoxy-4-oxo-3-quinolinecarboxylic acid), C(C)(C)(C)OC(=O)N[C@@H]1CNC[C@@H]1C (cis-3-t-butoxycarbonylamino-4-methylpyrrolidine), C1CCC2=NCCCN2CC1 (DBU). The solvent is C(C)#N (acetonitrile). Run at time 1.5 hour. Product: N[C@@H]1CN(C[C@@H]1C)C1=C(C=C2C(C(=CN(C2=C1OC)C1CC1)C(=O)O)=O)F (7-(cis-3-amino-4-methyl-1-pyrrolidinyl)-1-cyclopropyl-6-fluoro-1,4-dihydro-8-methoxy-4-oxo-3-quinolinecarboxylic acid). The yield is 35.4%. RXN SMILES: [CH:1]1([N:4]2[C:13]3[C:8](=[CH:9][C:10]([F:17])=[C:11](F)[C:12]=3[O:14][CH3:15])[C:7](=[O:18])[C:6]([C:19]([OH:21])=[O:20])=[CH:5]2)[CH2:3][CH2:2]1.C(OC([NH:29][C@H:30]1[C@@H:34]([CH3:35])[CH2:33][NH:32][CH2:31]1)=O)(C)(C)C.C1CCN2C(=NCCC2)CC1>C(#N)C>[NH2:29][C@H:30]1[C@@H:34]([CH3:35])[CH2:33][N:32]([C:11]2[C:12]([O:14][CH3:15])=[C:13]3[C:8]([C:7](=[O:18])[C:6]([C:19]([OH:21])=[O:20])=[CH:5][N:4]3[CH:1]3[CH2:3][CH2:2]3)=[CH:9][C:10]=2[F:17])[CH2:31]1. Procedure details: A mixture of 1-cyclopropyl-6,7-difluoro-1,4-dihydro-8-methoxy-4-oxo-3-quinolinecarboxylic acid (200 mg), cis-3-t-butoxycarbonylamino-4-methylpyrrolidine (150 mg), DBU (110 mg) and anhydrous acetonitrile (3 ml) was refluxed for 5 hours. After cooling, the resulting precipitate was collected by filtration. This precipitate was added to the mixture of concentrated hydrochloric acid-methanol (1:1, 6 ml) and stirred for 1.5 hours at room temperature. The reaction mixture was neutralized by concentrat... Starting materials: CC(C)C (isobutane), NC(=O)N (urea), C(CCCCCCC\C=C/CCCCCCCC)(=O)O (oleic acid), CC(C)C (isobutane). Solvent: ClCCCl (1,2-dichloroethane). Yields the product straight chain fatty acids, C1(CCC(CCCCCCCCCCCCCC)O1)=O (γ-stearolactone). Isolated yield 8.0%. RXN SMILES: [C:1]([OH:20])(=[O:19])[CH2:2][CH2:3][CH2:4][CH2:5][CH2:6][CH2:7][CH2:8]/[CH:9]=[CH:10]\[CH2:11][CH2:12][CH2:13][CH2:14][CH2:15][CH2:16][CH2:17][CH3:18].CC(C)C.NC(N)=O>ClCCCl>[C:1]1(=[O:20])[O:19][CH:4]([CH2:5][CH2:6][CH2:7][CH2:8][CH2:9][CH2:10][CH2:11][CH2:12][CH2:13][CH2:14][CH2:15][CH2:16][CH2:17][CH3:18])[CH2:3][CH2:2]1. Reported procedure: One hundred grams of 98% oleic acid were heated in an autoclave at 220° C. for 3 hours in the presence of 10 grams of clay (bentonite), 70 grams of isobutane and 200 grams of 1,2-dichloroethane. Maximum pressure reached was 700 p.s.i. The autoclave was cooled, the isobutane released, catalyst removed by filtration, and the 1,2-dichloroethane removed at a reduced pressure of about 0.05 mm. The crude product mixture was distilled to give 69 grams of distillate and 31 grams of polymerized acids. Th...